From a dataset of the Open Reaction Database (ORD), a public repository of structured organic reaction records. describe an organic reaction: reactants, conditions, products, and yield Starting materials: COCCOC, COC(Cn1cc(Br)c(=O)c(OCc2ccccc2)c1C(=O)NCc1cccc(Cl)c1)OC, [Na+], [Na+], O=C([O-])[O-], OB(O)c1ccccc1, c1ccc(P(c2ccccc2)(c2ccccc2)[Pd](P(c2ccccc2)(c2ccccc2)c2ccccc2)(P(c2ccccc2)(c2ccccc2)c2ccccc2)P(c2ccccc2)(c2ccccc2)c2ccccc2)cc1. Yields the product COC(Cn1cc(-c2ccccc2)c(=O)c(OCc2ccccc2)c1C(=O)NCc1cccc(Cl)c1)OC. As a reaction SMILES: [CH2:49]([CH2:50][O:51][CH3:52])[O:53][CH3:54].[Cl:1][c:2]1[cH:3][c:4]([CH2:5][NH:6][C:7](=[O:8])[c:9]2[n:10]([CH2:25][CH:26]([O:27][CH3:28])[O:29][CH3:30])[cH:11][c:12]([Br:24])[c:13](=[O:23])[c:14]2[O:15][CH2:16][c:17]2[cH:18][cH:19][cH:20][cH:21][cH:22]2)[cH:31][cH:32][cH:33]1.[Na+:43].[Na+:44].[O-:45][C:46](=[O:47])[O-:48].[OH:34][B:35]([OH:36])[c:37]1[cH:38][cH:39][cH:40][cH:41][cH:42]1.[cH:55]1[cH:56][cH:57][c:58]([P:59]([Pd:60]([P:61]([c:62]2[cH:63][cH:64][cH:65][cH:66][cH:67]2)([c:68]2[cH:69][cH:70][cH:71][cH:72][cH:73]2)[c:74]2[cH:75][cH:76][cH:77][cH:78][cH:79]2)([P:80]([c:81]2[cH:82][cH:83][cH:84][cH:85][cH:86]2)([c:87]2[cH:88][cH:89][cH:90][cH:91][cH:92]2)[c:93]2[cH:94][cH:95][cH:96][cH:97][cH:98]2)[P:99]([c:100]2[cH:101][cH:102][cH:103][cH:104][cH:105]2)([c:106]2[cH:107][cH:108][cH:109][cH:110][cH:111]2)[c:112]2[cH:113][cH:114][cH:115][cH:116][cH:117]2)([c:118]2[cH:119][cH:120][cH:121][cH:122][cH:123]2)[c:124]2[cH:125][cH:126][cH:127][cH:128][cH:129]2)[cH:130][cH:131]1>>[Cl:1][c:2]1[cH:3][c:4]([CH2:5][NH:6][C:7](=[O:8])[c:9]2[n:10]([CH2:25][CH:26]([O:27][CH3:28])[O:29][CH3:30])[cH:11][c:12](-[c:37]3[cH:38][cH:39][cH:40][cH:41][cH:42]3)[c:13](=[O:23])[c:14]2[O:15][CH2:16][c:17]2[cH:18][cH:19][cH:20][cH:21][cH:22]2)[cH:31][cH:32][cH:33]1. The reactants are OC=1C=C2C=C(NC2=CC1)C (5-hydroxy-2-methylindole), BrCCCCBr (1,4-dibrombutane). The product is BrCCCCOC=1C=C2C=C(NC2=CC1)C (5-(4-Bromo-butoxy)-2-methyl-1H-indole). RXN SMILES: [OH:1][C:2]1[CH:3]=[C:4]2[C:8](=[CH:9][CH:10]=1)[NH:7][C:6]([CH3:11])=[CH:5]2.[Br:12][CH2:13][CH2:14][CH2:15][CH2:16]Br>>[Br:12][CH2:13][CH2:14][CH2:15][CH2:16][O:1][C:2]1[CH:3]=[C:4]2[C:8](=[CH:9][CH:10]=1)[NH:7][C:6]([CH3:11])=[CH:5]2. Procedure details: In analogy to example 3.1, 5-hydroxy-2-methylindole and 1,4-dibrombutane were converted to yield 5-(4-Bromo-butoxy)-2-methyl-1H-indole as colorless solid, mp 85° C., MS: 281 (M, 1Br). Starting materials: ClCCCC(=O)C1=CC=2CC3=CC(=CC=C3SC2C=C1)C(CCCCl)=O (2,7-bis(4-chlorobutyryl)-thioxanthene), [I-].[K+] (potassium iodide), N1CCCCC1 (piperidine), O (water). Solvent: C(Cl)(Cl)Cl (chloroform). Product: O.Cl.Cl.N1(CCCCC1)CCCC(=O)C1=CC=2CC3=CC(=CC=C3SC2C=C1)C(CCCN1CCCCC1)=O (2,7-Bis(4-piperidinobutyryl)thioxanthene dihydrochloride monohydrate). RXN SMILES: [Cl:1][CH2:2][CH2:3][CH2:4][C:5]([C:7]1[CH:20]=[CH:19][C:18]2[S:17][C:16]3[C:11](=[CH:12][C:13]([C:21](=[O:26])[CH2:22][CH2:23][CH2:24]Cl)=[CH:14][CH:15]=3)[CH2:10][C:9]=2[CH:8]=1)=[O:6].[I-].[K+].[NH:29]1[CH2:34][CH2:33][CH2:32][CH2:31][CH2:30]1.O>C(Cl)(Cl)Cl>[OH2:6].[ClH:1].[ClH:1].[N:29]1([CH2:2][CH2:3][CH2:4][C:5]([C:7]2[CH:20]=[CH:19][C:18]3[S:17][C:16]4[C:11](=[CH:12][C:13]([C:21](=[O:26])[CH2:22][CH2:23][CH2:24][N:29]5[CH2:34][CH2:33][CH2:32][CH2:31][CH2:30]5)=[CH:14][CH:15]=4)[CH2:10][C:9]=3[CH:8]=2)=[O:6])[CH2:34][CH2:33][CH2:32][CH2:31][CH2:30]1 |f:1.2,6.7.8.9|. Procedure: A mixture of 40.7 g (0.10 mole) of 2,7-bis(4-chlorobutyryl)-thioxanthene, 1 g of potassium iodide and 200 ml of piperidine was stirred and heated on a steam bath for 72 hours. Upon cooling the solution was poured into 1 liter of water. The oily product obtained was dissolved in chloroform, washed with water then saturated NaCl solution, dried over magnesium sulfate and filtered. The filtrate was evaporated to a small volume, cooled, acidified to Congo Red with ethereal HCl and filtered. The resu... Starting materials: COC([C@@H](NC(C1=C(C=C(C(=C1)C1=CC=C(C=C1)C)COC=1C=NC=CC1)C1=C(C=CC=C1)C)=O)CCSC)=O (4-(3-Pyridyloxymethyl)-5-(4-methylphenyl)-2-(2-methylphenyl)benzoyl Methionine Methyl Ester), N (NH3), Cl.COC([C@@H](N)CCSC)=O (methionine methyl ester hydrochloride), methyl ester. Procedure: The desired compound was prepared by saponification of the compound of Example 343A, followed by coupling with methionine methyl ester hydrochloride and saponification of the methyl ester as described above. 1H NMR (300 MHz, CDCl3) δ 8.31 (1H, d, J=9 Hz), 8.19 (1H, d, J=3 Hz), 7.90 (1H, d, J=4 Hz), 7.42 (1H, s), 7.40-7.20 (10H, m), 6.07 (1H, d, J=9 Hz), 5.08 (2H, m), 4.62 (1H, m), 2.40 (3H, s), 2.25-2.10 (5H, 2.02 (3H, s), 2.00-1.55 (2H, m). MS (DCI, NH3) m/e 541 (M+H)+. Anal calcd for C32H32N2O... Yields the product N1=CC(=CC=C1)OCC1=CC(=C(C(=O)N[C@@H](CCSC)C(=O)O)C=C1C1=CC=C(C=C1)C)C1=C(C=CC=C1)C (4-(3-Pyridyloxymethyl)-5-(4-methylphenyl)-2-(2-methylphenyl)benzoyl Methionine). Reaction SMILES: C[O:2][C:3](=[O:40])[C@H:4]([CH2:36][CH2:37][S:38][CH3:39])[NH:5][C:6](=[O:35])[C:7]1[CH:12]=[C:11]([C:13]2[CH:18]=[CH:17][C:16]([CH3:19])=[CH:15][CH:14]=2)[C:10]([CH2:20][O:21][C:22]2[CH:23]=[N:24][CH:25]=[CH:26][CH:27]=2)=[CH:9][C:8]=1[C:28]1[CH:33]=[CH:32][CH:31]=[CH:30][C:29]=1[CH3:34].Cl.COC(=O)[C@H](CCSC)N.N>>[N:24]1[CH:25]=[CH:26][CH:27]=[C:22]([O:21][CH2:20][C:10]2[C:11]([C:13]3[CH:14]=[CH:15][C:16]([CH3:19])=[CH:17][CH:18]=3)=[CH:12][C:7]([C:6]([NH:5][C@H:4]([C:3]([OH:40])=[O:2])[CH2:36][CH2:37][S:38][CH3:39])=[O:35])=[C:8]([C:28]3[CH:33]=[CH:32][CH:31]=[CH:30][C:29]=3[CH3:34])[CH:9]=2)[CH:23]=1 |f:1.2|. Reactants: BrN1C(CCC1=O)=O (N-bromosuccinimide), BrN1C(CCC1=O)=O (N-bromosuccinimide), lithium hexamethyldisilizane, O1CCCC1 (tetrahydrofuran), C(C)(C)C1=NN=C2N1C=C(C=C2)C2=CN=CO2 (3-Isopropyl-6-[oxazol-5-yl]-[1,2,4]triazolo[4,3-a]pyridine). Solvent: CN(C=O)C (N,N-dimethylformamide), CN(C=O)C (N,N-dimethylformamide), CN(C=O)C (N,N-dimethylformamide). Reaction conditions: time 1 hour. The product is C(C)(C)C1=NN=C2N1C=C(C=C2)C2=C(N=CO2)Br (3-Isopropyl-6-[4-bromo-oxazol-5-yl]-[1,2,4]triazolo[4,3-a]pyridine). Yield: 87.1%. As a reaction SMILES: [CH:1]([C:4]1[N:8]2[CH:9]=[C:10]([C:13]3[O:17][CH:16]=[N:15][CH:14]=3)[CH:11]=[CH:12][C:7]2=[N:6][N:5]=1)([CH3:3])[CH3:2].O1CCCC1.[Br:23]N1C(=O)CCC1=O>CN(C)C=O>[CH:1]([C:4]1[N:8]2[CH:9]=[C:10]([C:13]3[O:17][CH:16]=[N:15][C:14]=3[Br:23])[CH:11]=[CH:12][C:7]2=[N:6][N:5]=1)([CH3:3])[CH3:2]. Procedure details: A clean, dry, 1 liter 4 neck round bottom flask equipped with mechanical stirring, nitrogen, temperature probe, and a dry ice/acetone bath, was charged with the product from step A (45.2 gr 0.198 moles) and N,N-dimethylformamide (271 ml). The pot was cooled below −60° C. and then lithium hexamethyldisilizane, 1 molar in tetrahydrofuran (198 ml 0.198 moles), was added while keeping the temperature below −60° C. After the addition was complete, the pot was further cooled to below −70° C. and stirr... Starting materials: C(C1=CC=CC=C1)N1C[C@@H](CC1)N ((R)-(−)-1-Benzyl-3-aminopyrrolidine), BrCC(=O)Cl (bromoacetyl chloride). Solvent: ClCCl (dichloromethane), ClCCl (dichloromethane). Conditions: time 16 hour. Yields the product Cl.C(C1=CC=CC=C1)N1C[C@@H](CC1)NC(CBr)=O ((3R)-N-(1-benzylpyrrolidin-3-yl)-2-bromoacetamide hydrochloride). Isolated yield 72.8%. Reaction SMILES: [CH2:1]([N:8]1[CH2:12][CH2:11][C@@H:10]([NH2:13])[CH2:9]1)[C:2]1[CH:7]=[CH:6][CH:5]=[CH:4][CH:3]=1.[Br:14][CH2:15][C:16]([Cl:18])=[O:17]>ClCCl>[ClH:18].[CH2:1]([N:8]1[CH2:12][CH2:11][C@@H:10]([NH:13][C:16](=[O:17])[CH2:15][Br:14])[CH2:9]1)[C:2]1[CH:3]=[CH:4][CH:5]=[CH:6][CH:7]=1 |f:3.4|. Procedure details: (R)-(−)-1-Benzyl-3-aminopyrrolidine (5 g, 28 mmol) was dissolved in dichloromethane (10 ml). To this solution, a solution of bromoacetyl chloride (4.55 g, 28 mmol) in dichloromethane (5 ml) was added at room temperature. The mixture was stirred at room temperature for 16 hours. The mixture was filtered, washed with dichloromethane and dried in vacuo to afford 6.8 g (72%) of (3R)-N-(1-benzylpyrrolidin-3-yl)-2-bromoacetamide hydrochloride as a solid which was used directly in the next step. 4-Hydr...